Dataset: the Open Reaction Database (ORD), a public repository of structured organic reaction records. Task: describe an organic reaction: reactants, conditions, products, and yield Starting materials: COC=1C=C(C=CC1NC(=O)NC=1C(=CC=CC1)C)CC(=O)N1CCCC2=CC(=CC=C12)CCC(=O)OCC (ethyl 3-(1-{[3-methoxy-4-[(2-toluidinocarbonyl)amino]phenyl}acetyl)-1,2,3,4-tetrahydroquinolin-6-yl)-propanoate), O.[OH-].[Li+] (lithium hydroxide monohydrate). Solvent: C(C)O (ethanol), O (water). Conditions: temperature 20 celsius, time 3 hour. Product: COC=1C=C(C=CC1NC(=O)NC1=C(C=CC=C1)C)CC(=O)N1CCCC2=CC(=CC=C12)CCC(=O)O (3-(1-{[3-Methoxy-4-(3-[2-methylphenyl]-ureido)-phenyl]-acetyl}-1,2,3,4-tetrahydro-quinolin-6-yl)-propionic Acid). Yield: 65.1%. RXN SMILES: [CH3:1][O:2][C:3]1[CH:4]=[C:5]([CH2:20][C:21]([N:23]2[C:32]3[C:27](=[CH:28][C:29]([CH2:33][CH2:34][C:35]([O:37]CC)=[O:36])=[CH:30][CH:31]=3)[CH2:26][CH2:25][CH2:24]2)=[O:22])[CH:6]=[CH:7][C:8]=1[NH:9][C:10]([NH:12][C:13]1[C:14]([CH3:19])=[CH:15][CH:16]=[CH:17][CH:18]=1)=[O:11].O.[OH-].[Li+]>C(O)C.O>[CH3:1][O:2][C:3]1[CH:4]=[C:5]([CH2:20][C:21]([N:23]2[C:32]3[C:27](=[CH:28][C:29]([CH2:33][CH2:34][C:35]([OH:37])=[O:36])=[CH:30][CH:31]=3)[CH2:26][CH2:25][CH2:24]2)=[O:22])[CH:6]=[CH:7][C:8]=1[NH:9][C:10]([NH:12][C:13]1[CH:18]=[CH:17][CH:16]=[CH:15][C:14]=1[CH3:19])=[O:11] |f:1.2.3|. Procedure: A solution of ethyl 3-(1-{[3-methoxy-4-[(2-toluidinocarbonyl)amino]phenyl}acetyl)-1,2,3,4-tetrahydroquinolin-6-yl)-propanoate (0.24 g, Reference Example 1) in anhydrous ethanol (4 ml), at 20° C., was treated dropwise with a solution of lithium hydroxide monohydrate (33 mg) in distilled water (1 ml). After stirring for 3 hours at 20° C. the reaction mixture was evaporated under reduced pressure (2.7 kPa) at 40° C. The residue was treated with distilled water (35 ml) and the resulting solution was... Starting materials: CCO, ClCCCN1CCCN(Cc2ccc(Cl)cc2)CC1, NC(N)=S, [Na+], [OH-], O. RXN SMILES: [CH3:24][CH2:25][OH:26].[Cl:5][c:6]1[cH:7][cH:8][c:9]([CH2:10][N:11]2[CH2:12][CH2:13][N:14]([CH2:18][CH2:19][CH2:20][Cl:21])[CH2:15][CH2:16][CH2:17]2)[cH:22][cH:23]1.[NH2:1][C:2]([NH2:3])=[S:4].[Na+:28].[OH-:27].[OH2:29]>>[CH2:2]([SH:4])[CH2:19][CH2:18][N:14]1[CH2:13][CH2:12][N:11]([CH2:10][c:9]2[cH:8][cH:7][c:6]([Cl:5])[cH:23][cH:22]2)[CH2:17][CH2:16][CH2:15]1. The product is SCCCN1CCCN(Cc2ccc(Cl)cc2)CC1. Yields the product C(C)(=O)O[C@H](COCCCCCC(OC)OC)CO (2-O-Acetyl-1-O-(6',6'-dimethoxyhexyl)-sn-glycerol). Procedure details: 2-O-Acetyl-3-O-benzyl-1-O-(6',6'-dimethoxyhexyl)-sn-glycerol (369 mg, 1.0 mmol) was hydrogenated in THF (10 ml) over Palladium/carbon (14 mg, 10%) until the uptake of hydrogen ceased (approx. 2.5 hr.). The solution was filtered through celite, and the filtrate was evaporated to yield a colourless oil (278 mg, 100%) which was used immediately. 1H N.M.R.δ: 5.04,q,l,J 5.0 Hz,H2; 4.40,t,l,J 5.7 Hz, --CH(OMe)2 ; 3.84, d,2,J 5.0 Hz, H3; 3.65, d,2J 5.2 Hz, OCH2 --; 3.56-3.44 m 2 H1; 3.35 s 6 OCH3 ; 2.5... The yield is 99.9%. Run in C1CCOC1 (THF). The reagents and catalysts are [Pd] (Palladium/carbon). Starting materials: C(C)(=O)O[C@H](COCCCCCC(OC)OC)COCC1=CC=CC=C1 (2-O-Acetyl-3-O-benzyl-1-O-(6',6'-dimethoxyhexyl)-sn-glycerol), [H][H] (hydrogen). RXN SMILES: [C:1]([O:4][C@@H:5]([CH2:18][O:19]CC1C=CC=CC=1)[CH2:6][O:7][CH2:8][CH2:9][CH2:10][CH2:11][CH2:12][CH:13]([O:16][CH3:17])[O:14][CH3:15])(=[O:3])[CH3:2].[H][H]>C1COCC1.[Pd]>[C:1]([O:4][C@@H:5]([CH2:18][OH:19])[CH2:6][O:7][CH2:8][CH2:9][CH2:10][CH2:11][CH2:12][CH:13]([O:14][CH3:15])[O:16][CH3:17])(=[O:3])[CH3:2]. The reactants are BrC=1C=CC=2N(C1)C=C(N2)N (6-bromoimidazo[1,2-a]pyridin-2-amine), [H-].[Na+] (NaH), ClC1=NC=CC(=C1)CN1CCCC1 (2-chloro-4-(pyrrolidin-1-ylmethyl)pyridine). Solvent: C1CCOC1 (THF). Yields the product BrC=1C=CC=2N(C1)C=C(N2)NC2=NC=CC(=C2)CN2CCCC2 (6-bromo-N-(4-(pyrrolidin-1-ylmethyl)pyridin-2-yl)imidazo[1,2-a]pyridin-2-amine). The yield is 31.4%. As a reaction SMILES: [Br:1][C:2]1[CH:3]=[CH:4][C:5]2[N:6]([CH:8]=[C:9]([NH2:11])[N:10]=2)[CH:7]=1.[H-].[Na+].Cl[C:15]1[CH:20]=[C:19]([CH2:21][N:22]2[CH2:26][CH2:25][CH2:24][CH2:23]2)[CH:18]=[CH:17][N:16]=1>C1COCC1>[Br:1][C:2]1[CH:3]=[CH:4][C:5]2[N:6]([CH:8]=[C:9]([NH:11][C:17]3[CH:18]=[C:19]([CH2:21][N:22]4[CH2:23][CH2:24][CH2:25][CH2:26]4)[CH:20]=[CH:15][N:16]=3)[N:10]=2)[CH:7]=1 |f:1.2|. Procedure details: To a solution of 6-bromoimidazo[1,2-a]pyridin-2-amine (200 mg; 0.94 mmol) in dry THF (4 mL) was added NaH (90 mg; 3.76 mmol) in portions at 0° C. The reaction mixture was stirred at r.t. for half an hour. Then 2-chloro-4-(pyrrolidin-1-ylmethyl)pyridine (222 mg, 1.1 mmol) was added. The mixture was heated to 120° C. for 24 hrs. The mixture was quenched by addition of H2O (20 mL) slowly at 0° C., extracted with DCM (30 mL×3). The combined organic phases were concentrated under reduced pressure and... RXN SMILES: [BH4-:24].[CH3:27][C:28](=[O:29])[OH:30].[CH3:31][CH2:32][OH:33].[Na+:25].[OH2:26].[OH:1][CH:2]1[C:3]2([CH3:4])[CH:5]([CH2:6][CH2:7]1)[CH:8]1[CH2:9][CH2:10][C:11]3=[CH:12][C:13](=[O:23])[CH2:14][CH:15]([CH3:22])[C:16]3([CH2:17][OH:18])[CH:19]1[CH2:20][CH2:21]2>>[OH:1][CH:2]1[C:3]2([CH3:4])[CH:5]([CH2:6][CH2:7]1)[CH:8]1[CH2:9][CH2:10][C:11]3=[CH:12][CH:13]([OH:23])[CH2:14][CH:15]([CH3:22])[C:16]3([CH2:17][OH:18])[CH:19]1[CH2:20][CH2:21]2. The product is CC1CC(O)C=C2CCC3C4CCC(O)C4(C)CCC3C21CO. The reactants are [BH4-], CC(=O)O, CCO, [Na+], O, CC1CC(=O)C=C2CCC3C4CCC(O)C4(C)CCC3C21CO. Reactants: COC(=O)CCC=1N=CN(C1)C=1N=NC(=CC1)C1=CC=C(C=C1)C(NC)=N (4-(2-methoxycarbonyl-ethyl)-1-[6-(4-methylamidino-phenyl)-3-pyridazinyl]-imidazole), C(CCC)N (n-butylamine). The product is C(CCC)NC(=N)C1=CC=C(C=C1)C1=CC=C(N=N1)N1C=NC(=C1)CCC(=O)OC (1-[6-(4-n-butylamidino-phenyl)-3-pyridazinyl]-4-(2-methoxycarbonyl-ethyl)-imidazole). Reaction SMILES: [CH3:1][O:2][C:3]([CH2:5][CH2:6][C:7]1[N:8]=[CH:9][N:10]([C:12]2[N:13]=[N:14][C:15]([C:18]3[CH:23]=[CH:22][C:21]([C:24](=[NH:27])[NH:25][CH3:26])=[CH:20][CH:19]=3)=[CH:16][CH:17]=2)[CH:11]=1)=[O:4].[CH2:28](N)[CH2:29][CH2:30]C>>[CH2:26]([NH:25][C:24]([C:21]1[CH:22]=[CH:23][C:18]([C:15]2[N:14]=[N:13][C:12]([N:10]3[CH:11]=[C:7]([CH2:6][CH2:5][C:3]([O:2][CH3:1])=[O:4])[N:8]=[CH:9]3)=[CH:17][CH:16]=2)=[CH:19][CH:20]=1)=[NH:27])[CH2:28][CH2:29][CH3:30]. Reported procedure: Prepared analogously to (97) with n-butylamine. Starting materials: C(C1=CC=CC=C1)OC1=C(C(=C(C=O)C=C1)O)C (4-benzyloxy-2-hydroxy-3-methyl-benzaldehyde), COS(=O)(=O)OC (dimethylsulfate), [OH-].[Na+] (NaOH), O1CCOCC1 (1,4-dioxane). The solvent is O (water), O (water). Reaction conditions: temperature 90 celsius, time 6 hour. Product: C(C1=CC=CC=C1)OC1=C(C(=C(C=O)C=C1)OC)C (4-Benzyloxy-2-methoxy-3-methyl-benzaldehyde). RXN SMILES: [CH2:1]([O:8][C:9]1[CH:16]=[CH:15][C:12]([CH:13]=[O:14])=[C:11]([OH:17])[C:10]=1[CH3:18])[C:2]1[CH:7]=[CH:6][CH:5]=[CH:4][CH:3]=1.[CH3:19]OS(OC)(=O)=O.[OH-].[Na+].O1CCOCC1>O>[CH2:1]([O:8][C:9]1[CH:16]=[CH:15][C:12]([CH:13]=[O:14])=[C:11]([O:17][CH3:19])[C:10]=1[CH3:18])[C:2]1[CH:3]=[CH:4][CH:5]=[CH:6][CH:7]=1 |f:2.3|. Procedure details: A mixture of 4-benzyloxy-2-hydroxy-3-methyl-benzaldehyde (1.57 g, 6.49 mmol), dimethylsulfate (1.04 ml, 10.9 mmol), NaOH (1.02 g, 25.5 mmol), 1,4-dioxane (20 mL) and water (10 mL) was stirred at 90° C. for 6 h. The reaction mixture was cooled to RT, water (100 mL) was added, extracted with EtOAc (150 mL). The extract was washed with brine (100 mL), dried over Na2SO4 and evaporated. The residue was purified on SiO2 (25 g) column, hexane to toluene. Yield 1.20 g (4.68 mmol, 72%), white solid. 1H N... The reactants are C(C)(=O)C1=C(C(=C(OCCCC#CC(=O)O)C=C1)CCC)O (6-(4-Acetyl-3-hydroxy-2-propylphenoxy)-2-hexynoic acid), N1=CC(=CC=C1)CCCCN (3-pyridine butanamine). Reaction SMILES: [C:1]([C:4]1[CH:18]=[CH:17][C:7]([O:8][CH2:9][CH2:10][CH2:11][C:12]#[C:13][C:14]([OH:16])=O)=[C:6]([CH2:19][CH2:20][CH3:21])[C:5]=1[OH:22])(=[O:3])[CH3:2].[N:23]1[CH:28]=[CH:27][CH:26]=[C:25]([CH2:29][CH2:30][CH2:31][CH2:32][NH2:33])[CH:24]=1>>[C:1]([C:4]1[CH:18]=[CH:17][C:7]([O:8][CH2:9][CH2:10][CH2:11][C:12]#[C:13][C:14]([NH:33][CH2:32][CH2:31][CH2:30][CH2:29][C:25]2[CH:24]=[N:23][CH:28]=[CH:27][CH:26]=2)=[O:16])=[C:6]([CH2:19][CH2:20][CH3:21])[C:5]=1[OH:22])(=[O:3])[CH3:2]. The product is C(C)(=O)C1=C(C(=C(OCCCC#CC(=O)NCCCCC=2C=NC=CC2)C=C1)CCC)O (6-(4-acetyl-3-hydroxy- 2-propylphenoxy)-N-[4-(3-pyridinyl)butyl]-2-hexynamide). Procedure: 6-(4-Acetyl-3-hydroxy-2-propylphenoxy)-2-hexynoic acid was allowed to react with 3-pyridine butanamine according to procedure B and the product was purified by chromatography on silica gel to give 6-(4-acetyl-3-hydroxy- 2-propylphenoxy)-N-[4-(3-pyridinyl)butyl]-2-hexynamide, the title compound, mp 84°-86° (from hexane) in 42% yield.